The task is: describe an organic reaction: reactants, conditions, products, and yield. This data is from the Open Reaction Database (ORD), a public repository of structured organic reaction records. Starting materials: C(C)(=O)OCC1=NC=C(C(=C1)SC(C)(C)C)OCC1=CC=C(C=C1)OC ([4-[(1,1-dimethylethyl)thio]-5-({[4-(methoxy)phenyl]methyl}oxy)-2-pyridinyl]methyl acetate), C(C)[SiH](CC)CC (triethylsilane), FC(C(=O)O)(F)F (trifluoroacetic acid). Run in ClCCl (dichloromethane). Conditions: time 10 minute. Yields the product C(C)(=O)OCC1=NC=C(C(=C1)SC(C)(C)C)O ({4-[(1,1-dimethylethyl)thio]-5-hydroxy-2-pyridinyl}methyl acetate). Yield: 83.2%. As a reaction SMILES: [C:1]([O:4][CH2:5][C:6]1[CH:11]=[C:10]([S:12][C:13]([CH3:16])([CH3:15])[CH3:14])[C:9]([O:17]CC2C=CC(OC)=CC=2)=[CH:8][N:7]=1)(=[O:3])[CH3:2].C([SiH](CC)CC)C.FC(F)(F)C(O)=O>ClCCl>[C:1]([O:4][CH2:5][C:6]1[CH:11]=[C:10]([S:12][C:13]([CH3:16])([CH3:15])[CH3:14])[C:9]([OH:17])=[CH:8][N:7]=1)(=[O:3])[CH3:2]. Procedure details: A solution of [4-[(1,1-dimethylethyl)thio]-5-({[4-(methoxy)phenyl]methyl}oxy)-2-pyridinyl]methyl acetate (9 g, 24 mmol) in dichloromethane (100 mL) was treated with triethylsilane (3.86 mL, 24 mmol). The reaction mixture was stirred for 10 minutes before adding trifluoroacetic acid (10 mL). The reaction mixture was stirred at room temperature for 3 hours under argon atmosphere. The solvents were evaporated under vacuum. The residue was taken up in dichloromethane and chromatographed on silica ge... Reactants: B, C1CCOC1, ClCCl, O=C(O)C1CC(=O)N(C2CCCCC2)C1. Yields the product O=C1CC(CO)CN1C1CCCCC1. As a reaction SMILES: [BH3:16].[CH2:17]1[O:18][CH2:19][CH2:20][CH2:21]1.[CH2:22]([Cl:23])[Cl:24].[CH:1]1([N:7]2[CH2:8][CH:9]([C:13](=[O:14])[OH:15])[CH2:10][C:11]2=[O:12])[CH2:2][CH2:3][CH2:4][CH2:5][CH2:6]1>>[CH:1]1([N:7]2[CH2:8][CH:9]([CH2:13][OH:14])[CH2:10][C:11]2=[O:12])[CH2:2][CH2:3][CH2:4][CH2:5][CH2:6]1.